Dataset: the Open Reaction Database (ORD), a public repository of structured organic reaction records. Task: describe an organic reaction: reactants, conditions, products, and yield Starting materials: C1CCOC1, COC(=O)CN(CCNC(=O)OC(C)(C)C)C(=O)Cc1cc2c(C)ccnc2[nH]c1=O, [Li+], [OH-], O. The product is Cc1ccnc2[nH]c(=O)c(CC(=O)N(CCNC(=O)OC(C)(C)C)CC(=O)O)cc12. As a reaction SMILES: [CH2:35]1[O:36][CH2:37][CH2:38][CH2:39]1.[CH3:1][c:2]1[c:3]2[cH:4][c:5]([CH2:13][C:14](=[O:15])[N:16]([CH2:17][C:18](=[O:19])[O:20][CH3:21])[CH2:22][CH2:23][NH:24][C:25](=[O:26])[O:27][C:28]([CH3:29])([CH3:30])[CH3:31])[c:6](=[O:12])[nH:7][c:8]2[n:9][cH:10][cH:11]1.[Li+:33].[OH-:32].[OH2:34]>>[CH3:1][c:2]1[c:3]2[cH:4][c:5]([CH2:13][C:14](=[O:15])[N:16]([CH2:17][C:18](=[O:19])[OH:20])[CH2:22][CH2:23][NH:24][C:25](=[O:26])[O:27][C:28]([CH3:29])([CH3:30])[CH3:31])[c:6](=[O:12])[nH:7][c:8]2[n:9][cH:10][cH:11]1. The reactants are NO.Cl (NH2OH—HCl), [OH-].[Na+] (NaOH), C1(=CC=C(C=C1)S(=O)(=O)Cl)C (p-toluenesulfonyl chloride), ClC1=CC=C2C3(C(NC2=C1)=O)C(CC(CC3C3CC3)=O)C3=CC(=CC=C3)Cl (rac-(1R,2S,6R)-6′-chloro-2-(3-chlorophenyl)-6-cyclopropylspiro[cyclohexane-1,3′-[3H]indole]-2′,4(1′H)-dione). The solvent is CCO.O (EtOH water), ClCCl (dichloromethane), CCOC(=O)C (AcOEt). Conditions: temperature 90 celsius. Product: ClC1=CC=C2[C@@]3(C(NC2=C1)=O)[C@H](CNC(C[C@H]3C3CC3)=O)C3=CC(=CC=C3)Cl ((3R,4S,5S)-6′-chloro-3-(3-chlorophenyl)-5-cyclopropyl-1,1′,2,2′,3,5,6,7-octahydrospiro[4H-azepine-4,3′-[3H]-indole]-2′,7-dione). The yield is 14.6%. RXN SMILES: [Cl:1][C:2]1[CH:10]=[C:9]2[C:5]([C:6]3([CH:16]([CH:17]4[CH2:19][CH2:18]4)[CH2:15][C:14](=[O:20])[CH2:13][CH:12]3[C:21]3[CH:26]=[CH:25][CH:24]=[C:23]([Cl:27])[CH:22]=3)[C:7](=[O:11])[NH:8]2)=[CH:4][CH:3]=1.[NH2:28]O.Cl.[OH-].[Na+].C1(C)C=CC(S(Cl)(=O)=O)=CC=1>CCO.O.ClCCl.CCOC(C)=O>[Cl:1][C:2]1[CH:10]=[C:9]2[C:5]([C@@:6]3([C@H:16]([CH:17]4[CH2:19][CH2:18]4)[CH2:15][C:14](=[O:20])[NH:28][CH2:13][C@@H:12]3[C:21]3[CH:26]=[CH:25][CH:24]=[C:23]([Cl:27])[CH:22]=3)[C:7](=[O:11])[NH:8]2)=[CH:4][CH:3]=1 |f:1.2,3.4,6.7|. Procedure details: In a manner similar to the method described in example 2 (method B), rac-(1R,2S,6R)-6′-chloro-2-(3-chlorophenyl)-6-cyclopropylspiro[cyclohexane-1,3′-[3H]indole]-2′,4(1′H)-dione (148.1 mg, 0.37 mmole) was reacted with NH2OH—HCl (128.6 mg, 1.85 mmol), NaOH (74.0 mg, 1.85 mmole) in EtOH-water (3/2, 10 mL) at refluxing for 2 hrs, followed by reacting with p-toluenesulfonyl chloride (141.1 mg, 0.74 mmol) in dichloromethane (1 mL) at room temperature for 30 min, and heating under microwave irradiation... The reactants are [K].C(CCCCCCC\C=C/CCCCCCCC)NC(C)=O (N-oleylacetamide potassium salt), C(\C=C(/C)\CCC=C(C)C)Br (geranyl bromide), CN (methylamine), CC/C(=C/CC/C(=C/CN)/C)/C (N-methylgeranylamine). Solvent: C(C)O (ethanol), C(C)OCC (ethyl ether). The product is CCC(=CCCC(=CCCC(=CCN)C)C)C (N-methylfarnesylamine), CNCCC(C)CCC=C(C)C (N-methylcitronellylamine), CNCCC(=C)C (N-methyl-3-methyl-3-butenylamine), CCCCCCCCC\C=C/CCCCCCCCN (N-methyloleylamine). RXN SMILES: [CH3:1][CH2:2]/[C:3](/[CH3:12])=[CH:4]/[CH2:5][CH2:6]/[C:7](/[CH3:11])=[CH:8]/[CH2:9][NH2:10].[CH2:13](Br)/[CH:14]=[C:15](/[CH2:17][CH2:18][CH:19]=[C:20]([CH3:22])[CH3:21])\[CH3:16].[CH3:24][NH2:25].[K].[CH2:27]([NH:45][C:46](=O)C)[CH2:28][CH2:29][CH2:30][CH2:31][CH2:32][CH2:33][CH2:34]/[CH:35]=[CH:36]\[CH2:37][CH2:38][CH2:39][CH2:40][CH2:41][CH2:42][CH2:43][CH3:44]>C(O)C.C(OCC)C>[CH3:13][CH2:14][C:15]([CH3:17])=[CH:16][CH2:1][CH2:2][C:3]([CH3:12])=[CH:4][CH2:5][CH2:6][C:7]([CH3:11])=[CH:8][CH2:9][NH2:10].[CH3:27][NH:45][CH2:13][CH2:14][CH:15]([CH2:17][CH2:18][CH:19]=[C:20]([CH3:22])[CH3:21])[CH3:16].[CH3:46][NH:45][CH2:27][CH2:28][C:29]([CH3:1])=[CH2:30].[CH3:44][CH2:43][CH2:42][CH2:41][CH2:40][CH2:39][CH2:38][CH2:37][CH2:36]/[CH:35]=[CH:34]\[CH2:33][CH2:32][CH2:31][CH2:30][CH2:29][CH2:28][CH2:27][CH2:24][NH2:25] |f:3.4,^1:25|. Procedure: N-methylgeranylamine used in the examples was prepared by treatment of geranyl bromide with 12 fold excess of methylamine in ethanol. The product was isolated by extraction into ethyl ether and distillation. N-methylfarnesylamine, N-methylcitronellylamine and N-methyl-3-methyl-3-butenylamine are prepared in a similar manner. N-methyloleylamine was prepared by methylation of the N-oleylacetamide potassium salt followed by hydrolysis. The reactants are N (ammonia), FS(=O)(=O)[O-].COC1=CC=C2CC[NH+]=C(C2=C1)SC (3,4-Dihydro-7-methoxy-1-methylthioisoquinolinium fluorosulfonate), steel. Solvent: C(C)O (ethanol). The product is NC1=NCCC2=CC=C(C=C12)OC (1-amino-3,4-dihydro-7-methoxyisoquinoline). Isolated yield 72.0%. RXN SMILES: FS([O-])(=O)=O.[CH3:6][O:7][C:8]1[CH:17]=[C:16]2[C:11]([CH2:12][CH2:13][NH+:14]=[C:15]2SC)=[CH:10][CH:9]=1.[NH3:20]>C(O)C>[NH2:20][C:15]1[C:16]2[C:11](=[CH:10][CH:9]=[C:8]([O:7][CH3:6])[CH:17]=2)[CH2:12][CH2:13][N:14]=1 |f:0.1|. Reported procedure: 3,4-Dihydro-7-methoxy-1-methylthioisoquinolinium fluorosulfonate (10.0 g., 0.0362 mole) was added to ethanol (100 ml.) which was saturated with ammonia in a steel bomb. The stirred mixture was heated on a steam bath for 2 hours. The mixture was combined with material from four similar runs andd flash evaporated to dryness. The residue was partitioned between 5N NaOH (300 ml.) and methylene chloride. The organic layer was washed with water (2×) and dried with sodium sulfate. The solid obtained af... Reactants: C(C(C)(C)C)(=O)OC[C@@H](OC(C)(C)C)C1=C(C2=C(N=C(S2)Cl)C=C1C)Br ((S)-2-(7-bromo-2-chloro-5-methylbenzo[d]thiazol-6-yl)-2-tert-butoxyethyl pivalate), C[O-].[Na+] (NaOMe). The solvent is CO (MeOH), CO (MeOH). The product is C(C(C)(C)C)(=O)OC[C@@H](OC(C)(C)C)C1=C(C2=C(N=C(S2)OC)C=C1C)Br ((S)-2-(7-bromo-2-methoxy-5-methylbenzo[d]thiazol-6-yl)-2-tert-butoxyethyl pivalate). Yield: 79.0%. RXN SMILES: [C:1]([O:7][CH2:8][C@H:9]([C:15]1[C:24]([CH3:25])=[CH:23][C:18]2[N:19]=[C:20](Cl)[S:21][C:17]=2[C:16]=1[Br:26])[O:10][C:11]([CH3:14])([CH3:13])[CH3:12])(=[O:6])[C:2]([CH3:5])([CH3:4])[CH3:3].[CH3:27][O-:28].[Na+]>CO>[C:1]([O:7][CH2:8][C@H:9]([C:15]1[C:24]([CH3:25])=[CH:23][C:18]2[N:19]=[C:20]([O:28][CH3:27])[S:21][C:17]=2[C:16]=1[Br:26])[O:10][C:11]([CH3:14])([CH3:13])[CH3:12])(=[O:6])[C:2]([CH3:5])([CH3:4])[CH3:3] |f:1.2|. Procedure: The reaction mixture of (S)-2-(7-bromo-2-chloro-5-methylbenzo[d]thiazol-6-yl)-2-tert-butoxyethyl pivalate (65I) (90 mg, 0.195 mmol), NaOMe in MeOH (25% wt, 66 ul) in MeOH (3 ml) was heated at 50° C. for 20 min in sealed microwave vial. The reaction mixture was washed by sat. NaHCO3, extracted by EtOAc, dried over MgSO4, filtered, concentrated down and purified by silica gel column, eluting by 0-100% EtOAc in Hexanes to give 65J (70 mg, 79%). Starting materials: FC(N1C(=NN(C1=O)C1=CC(=C(C=C1)C)OC)C)F (4-difluoromethyl-4,5-dihydro-1-(4-methyl-3-methoxyphenyl)-3-methyl-1,2,4-triazol-5(1H)-one), S(=O)(=O)(Cl)Cl (sulfuryl chloride). Run in C(Cl)(Cl)Cl (chloroform), C(Cl)Cl (methylene chloride). Yields the product ClC1=C(C=C(C(=C1)C)OC)N1N=C(N(C1=O)C(F)F)C (1-(2-chloro-4-methyl-5-methoxyphenyl)-4-difluoromethyl-4,5-dihydro-3-methyl-1,2,4-triazol-5(1H)-one). Isolated yield 97.0%. Reaction SMILES: [F:1][CH:2]([F:19])[N:3]1[C:7](=[O:8])[N:6]([C:9]2[CH:14]=[CH:13][C:12]([CH3:15])=[C:11]([O:16][CH3:17])[CH:10]=2)[N:5]=[C:4]1[CH3:18].S(Cl)([Cl:23])(=O)=O>C(Cl)(Cl)Cl.C(Cl)Cl>[Cl:23][C:14]1[CH:13]=[C:12]([CH3:15])[C:11]([O:16][CH3:17])=[CH:10][C:9]=1[N:6]1[C:7](=[O:8])[N:3]([CH:2]([F:1])[F:19])[C:4]([CH3:18])=[N:5]1. Procedure: A solution of 15.0 g (0.056 mole) of 4-difluoromethyl-4,5-dihydro-1-(4-methyl-3-methoxyphenyl)-3-methyl-1,2,4-triazol-5(1H)-one and 7.5 g (0.056 mole) of sulfuryl chloride in 100 mL of chloroform was stirred at room temperature for two hours. The reaction mixture was concentrated under reduced pressure to leave a residue. This residue was dissolved in methylene chloride and washed with an aqueous 10% sodium hydroxide solution. The organic layer was dried with magnesium sulfate and filtered. The ... Reactants: C(C)OC=1C(=C(OC=2C=NN(C(C2)=O)C(C(=O)O)CC(C)C)C(=CC1)F)F (2-[4-(3-ethoxy-2,6-difluoro-phenoxy)-6-oxo-6H-pyridazin-1-yl]-4-methyl-pentanoic acid), CC1(OC[C@H](O1)CN1N=C(C=C1)N)C (1-((R)-2,2-dimethyl-[1,3]dioxolan-4-ylmethyl)-1H-pyrazol-3-ylamine), C(C)OC=1C(=C(OC=2C=NN(C(C2)=O)C(C(=O)O)CC(C)C)C(=CC1)F)F (2-[4-(3-ethoxy-2,6-difluoro-phenoxy)-6-oxo-6H-pyridazin-1-yl]-4-methyl-pentanoic acid), CC1(OC[C@H](O1)CN1N=C(C=C1)N)C (1-((R)-2,2-dimethyl-[1,3]dioxolan-4-ylmethyl)-1H-pyrazol-3-ylamine). The product is CC1(OC[C@H](O1)CN1N=C(C=C1)NC(C(CC(C)C)N1N=CC(=CC1=O)OC1=C(C(=CC=C1F)OCC)F)=O)C (2-[4-(3-ethoxy-2,6-difluoro-phenoxy)-6-oxo-6H-pyridazin-1-yl]-4-methyl-pentanoic acid [1-((R)-2,2-dimethyl-[1,3]dioxolan-4-ylmethyl)-1H-pyrazol-3-yl]-amide). Reaction SMILES: [CH2:1]([O:3][C:4]1[C:5]([F:27])=[C:6]([C:23]([F:26])=[CH:24][CH:25]=1)[O:7][C:8]1[CH:9]=[N:10][N:11]([CH:15]([CH2:19][CH:20]([CH3:22])[CH3:21])[C:16]([OH:18])=O)[C:12](=[O:14])[CH:13]=1)[CH3:2].[CH3:28][C:29]1([CH3:41])[O:33][C@H:32]([CH2:34][N:35]2[CH:39]=[CH:38][C:37]([NH2:40])=[N:36]2)[CH2:31][O:30]1>>[CH3:28][C:29]1([CH3:41])[O:33][C@H:32]([CH2:34][N:35]2[CH:39]=[CH:38][C:37]([NH:40][C:16](=[O:18])[CH:15]([N:11]3[C:12](=[O:14])[CH:13]=[C:8]([O:7][C:6]4[C:23]([F:26])=[CH:24][CH:25]=[C:4]([O:3][CH2:1][CH3:2])[C:5]=4[F:27])[CH:9]=[N:10]3)[CH2:19][CH:20]([CH3:21])[CH3:22])=[N:36]2)[CH2:31][O:30]1. Reported procedure: Using the method described in Example 49, 2-[4-(3-ethoxy-2,6-difluoro-phenoxy)-6-oxo-6H-pyridazin-1-yl]-4-methyl-pentanoic acid (Intermediate 92) and 1-((R)-2,2-dimethyl-[1,3]dioxolan-4-ylmethyl)-1H-pyrazol-3-ylamine (Intermediate 4) afforded 2-[4-(3-ethoxy-2,6-difluoro-phenoxy)-6-oxo-6H-pyridazin-1-yl]-4-methyl-pentanoic acid [1-((R)-2,2-dimethyl-[1,3]dioxolan-4-ylmethyl)-1H-pyrazol-3-yl]-amide as an off-white solid as a mixture of diastereoisomers (164 mg, 78%). Starting materials: CC(C)(C)NS(=O)(=O)c1ccc(-c2cc(-c3nc(-c4ccc(C(F)(F)F)nc4)cc(C(F)(F)F)n3)ccn2)s1, ClCCl, O=C(O)C(F)(F)F. Product: NS(=O)(=O)c1ccc(-c2cc(-c3nc(-c4ccc(C(F)(F)F)nc4)cc(C(F)(F)F)n3)ccn2)s1. RXN SMILES: [C:1]([CH3:2])([CH3:3])([CH3:4])[NH:5][S:6](=[O:7])(=[O:8])[c:9]1[s:10][c:11](-[c:14]2[n:15][cH:16][cH:17][c:18](-[c:20]3[n:21][c:22](-[c:30]4[cH:31][n:32][c:33]([C:36]([F:37])([F:38])[F:39])[cH:34][cH:35]4)[cH:23][c:24]([C:26]([F:27])([F:28])[F:29])[n:25]3)[cH:19]2)[cH:12][cH:13]1.[Cl:47][CH2:48][Cl:49].[F:40][C:41]([F:42])([F:43])[C:44]([OH:45])=[O:46]>>[NH2:5][S:6](=[O:7])(=[O:8])[c:9]1[s:10][c:11](-[c:14]2[n:15][cH:16][cH:17][c:18](-[c:20]3[n:21][c:22](-[c:30]4[cH:31][n:32][c:33]([C:36]([F:37])([F:38])[F:39])[cH:34][cH:35]4)[cH:23][c:24]([C:26]([F:27])([F:28])[F:29])[n:25]3)[cH:19]2)[cH:12][cH:13]1. Reactants: N1=CC(=CC=C1)C(=O)C(CC(=O)OC)=C (methyl 3-(3-pyridylcarbonyl)but-3-enoate), CNC(CS)=O (N-methyl-2-sulfanylacetamide), [N-]=C=O (isocyanate). Solvent: ClCCl (dichloromethane), C(C)N(CC)CC (triethylamine), ClCCl (dichloromethane). Run at time 24 hour. Yields the product CNC(=O)CSCC(CC(=O)OC)C(C=1C=NC=CC1)=O (Methyl 3-{[(N-Methylcarbamoyl)methylthio]methyl}-4-oxo-4-(3-pyridyl)butanoate). As a reaction SMILES: [N:1]1[CH:6]=[CH:5][CH:4]=[C:3]([C:7]([C:9](=[CH2:15])[CH2:10][C:11]([O:13][CH3:14])=[O:12])=[O:8])[CH:2]=1.[CH3:16][NH:17][C:18](=[O:21])[CH2:19][SH:20].[N-]=C=O>ClCCl.C(N(CC)CC)C>[CH3:16][NH:17][C:18]([CH2:19][S:20][CH2:15][CH:9]([C:7](=[O:8])[C:3]1[CH:2]=[N:1][CH:6]=[CH:5][CH:4]=1)[CH2:10][C:11]([O:13][CH3:14])=[O:12])=[O:21]. Procedure: A solution of methyl 3-(3-pyridylcarbonyl)but-3-enoate in dichloromethane (0.5 mL, 0.1 mM), triethylamine in dichloromethane (0.5 mL, 0.1 mM) and N-methyl-2-sulfanylacetamide (0.6 mL, 0.12 mmol) was stirred for 24 h. PS isocyanate resin (60 mg) was added to the reaction mixture and stirred for 24 h. The solution was filtered and concentrated to give the title compound in quantitative yield, ESMS, (M+1)+311.